The task is: describe an organic reaction: reactants, conditions, products, and yield. This data is from the Open Reaction Database (ORD), a public repository of structured organic reaction records. Procedure details: N-(4-n-butyl-2-nitrophenyl)-2-dimethylaminoacetamide (36 g), prepared as described above, platinum oxide (0.2 g) and ethanol (100 ml) were shaken together in an atmosphere of hydrogen at laboratory temperature and atmospheric pressure until the uptake of hydrogen was complete; 8.2 litres were absorbed. The mixture was filtered and the ethanol evaporated off. The resultant solid was recrystallised from petroleum spirit (b.p. 60°-80° C.) to give N-(2-amino-4-n-butylphenyl)-2-dimethylaminoacetamide... Reaction SMILES: [CH2:1]([C:5]1[CH:10]=[CH:9][C:8]([NH:11][C:12](=[O:17])[CH2:13][N:14]([CH3:16])[CH3:15])=[C:7]([N+:18]([O-])=O)[CH:6]=1)[CH2:2][CH2:3][CH3:4].[H][H]>[Pt]=O.C(O)C>[NH2:18][C:7]1[CH:6]=[C:5]([CH2:1][CH2:2][CH2:3][CH3:4])[CH:10]=[CH:9][C:8]=1[NH:11][C:12](=[O:17])[CH2:13][N:14]([CH3:16])[CH3:15]. Isolated yield 74.7%. Product: NC1=C(C=CC(=C1)CCCC)NC(CN(C)C)=O (N-(2-amino-4-n-butylphenyl)-2-dimethylaminoacetamide). The reactants are C(CCC)C1=CC(=C(C=C1)NC(CN(C)C)=O)[N+](=O)[O-] (N-(4-n-butyl-2-nitrophenyl)-2-dimethylaminoacetamide), [H][H] (hydrogen), [H][H] (hydrogen). The reagents and catalysts are [Pt]=O (platinum oxide). Solvent: C(C)O (ethanol).